From a dataset of the Open Reaction Database (ORD), a public repository of structured organic reaction records. describe an organic reaction: reactants, conditions, products, and yield The reactants are [Br-], Cl, CC(C)c1nc(C#N)c(N)n1C, [Na+], C1CCOC1, [OH-], Cc1ccc([Mg+])cc1. Product: Cc1ccc(C(=O)c2nc(C(C)C)n(C)c2N)cc1. RXN SMILES: [Br-:13].[ClH:22].[NH2:1][c:2]1[c:3]([C:11]#[N:12])[n:4][c:5]([CH:8]([CH3:9])[CH3:10])[n:6]1[CH3:7].[Na+:24].[O:25]1[CH2:26][CH2:27][CH2:28][CH2:29]1.[OH-:23].[c:14]1([CH3:21])[cH:15][cH:16][c:17]([Mg+:20])[cH:18][cH:19]1>>[NH2:1][c:2]1[c:3]([C:11]([c:17]2[cH:16][cH:15][c:14]([CH3:21])[cH:19][cH:18]2)=[O:23])[n:4][c:5]([CH:8]([CH3:9])[CH3:10])[n:6]1[CH3:7].